From a dataset of the Open Reaction Database (ORD), a public repository of structured organic reaction records. describe an organic reaction: reactants, conditions, products, and yield The reactants are C1CCOC1, C[Mg+], [Cl-], O=Cc1cn(-c2ccc(Cl)c(Cl)c2)cn1, [I-], [NH4+]. Product: CC(O)c1cn(-c2ccc(Cl)c(Cl)c2)cn1. RXN SMILES: [CH2:21]1[O:22][CH2:23][CH2:24][CH2:25]1.[CH3:2][Mg+:3].[Cl-:19].[Cl:4][c:5]1[cH:6][c:7](-[n:12]2[cH:13][n:14][c:15]([CH:17]=[O:18])[cH:16]2)[cH:8][cH:9][c:10]1[Cl:11].[I-:1].[NH4+:20]>>[CH3:2][CH:17]([c:15]1[n:14][cH:13][n:12](-[c:7]2[cH:6][c:5]([Cl:4])[c:10]([Cl:11])[cH:9][cH:8]2)[cH:16]1)[OH:18]. The reactants are Cl (hydrochloric acid), C(=O)C1=C(C=C(C(=O)OC)C=C1)[N+](=O)[O-] (methyl 4-formyl-3-nitrobenzoate), C(C)(=O)C1=CC=CC=C1 (Acetophenone), [OH-].[K+] (KOH). Reagents/catalysts: [Fe] (Iron). Run in CCO (EtOH), O (water). Run at temperature 95 celsius, time 1.5 hour. The product is Cl.C1(=CC=CC=C1)C1=NC2=CC(=CC=C2C=C1)C(=O)O (2-Phenylquinoline-7-carboxylic acid hydrochloride), Cl (HCl). Reaction SMILES: [ClH:1].[CH:2]([C:4]1[CH:13]=[CH:12][C:7]([C:8]([O:10]C)=[O:9])=[CH:6][C:5]=1[N+:14]([O-])=O)=O.[C:17]([C:20]1[CH:25]=[CH:24][CH:23]=[CH:22][CH:21]=1)(=O)[CH3:18].[OH-].[K+]>CCO.[Fe].O>[ClH:1].[C:20]1([C:17]2[CH:18]=[CH:2][C:4]3[C:5](=[CH:6][C:7]([C:8]([OH:10])=[O:9])=[CH:12][CH:13]=3)[N:14]=2)[CH:25]=[CH:24][CH:23]=[CH:22][CH:21]=1.[ClH:1] |f:3.4,8.9|. Procedure details: Iron powder (21.05 g, 377 mmol), water (8 mL), and concentrated hydrochloric acid (0.63 mL, ˜7.5 mmol) were added consecutively to a solution of methyl 4-formyl-3-nitrobenzoate (8.04 g, 38.4 mmol) in EtOH (100 mL). The mixture was stirred at 95° C. for 1.5 h. Acetophenone (4.4 mL, 37.7 mmol) and solid KOH (6.344 g, 113 mmol) were then added with caution. This mixture was stirred at 95° C. for another 5 h. The inorganic solids were filtered off when still warm and the filtrate was acidified to pH... Reactants: Cc1ccc(S(=O)(=O)n2cc(-c3nc(Oc4c(F)c(F)c(F)c(F)c4F)ncc3C#N)c3cc(C(F)(F)F)cnc32)cc1, CC(N)C1CCN(C(=O)OC(C)(C)C)CC1. Yields the product Cc1ccc(S(=O)(=O)n2cc(-c3nc(NC(C)C4CCN(C(=O)OC(C)(C)C)CC4)ncc3C#N)c3cc(C(F)(F)F)cnc32)cc1. Reaction SMILES: [F:17][c:18]1[c:19]([F:20])[c:52]([F:53])[c:54]([F:55])[c:56]([F:57])[c:58]1[O:59][c:21]1[n:22][cH:23][c:24]([C:50]#[N:51])[c:25](-[c:27]2[cH:28][n:29]([S:40](=[O:41])(=[O:42])[c:43]3[cH:44][cH:45][c:46]([CH3:47])[cH:48][cH:49]3)[c:30]3[n:31][cH:32][c:33]([C:36]([F:37])([F:38])[F:39])[cH:34][c:35]23)[n:26]1.[NH2:1][CH:2]([CH3:3])[CH:4]1[CH2:5][CH2:6][N:7]([C:10](=[O:11])[O:12][C:13]([CH3:14])([CH3:15])[CH3:16])[CH2:8][CH2:9]1>>[NH:1]([CH:2]([CH3:3])[CH:4]1[CH2:5][CH2:6][N:7]([C:10](=[O:11])[O:12][C:13]([CH3:14])([CH3:15])[CH3:16])[CH2:8][CH2:9]1)[c:21]1[n:22][cH:23][c:24]([C:50]#[N:51])[c:25](-[c:27]2[cH:28][n:29]([S:40](=[O:41])(=[O:42])[c:43]3[cH:44][cH:45][c:46]([CH3:47])[cH:48][cH:49]3)[c:30]3[n:31][cH:32][c:33]([C:36]([F:37])([F:38])[F:39])[cH:34][c:35]23)[n:26]1. Reactants: CCOC(C)=O, CC#N, [Cl-], ClCCl, O=C(O)C(F)(F)F, O=C1CCCc2c1c1cccc3c1n2C(c1ccccc1)CO3. The product is O=C1c2c(n3c4c(cccc24)OCC3c2ccccc2)CCC1(Cl)Cl. As a reaction SMILES: [CH3:35][CH2:36][O:37][C:38](=[O:39])[CH3:40].[CH3:41][C:42]#[N:43].[Cl-:31].[Cl:32][CH2:33][Cl:34].[OH:24][C:25]([C:26]([F:27])([F:28])[F:29])=[O:30].[c:1]1([CH:7]2[CH2:8][O:9][c:10]3[cH:11][cH:12][cH:13][c:14]4[c:15]5[c:20]([n:21]2[c:22]34)[CH2:19][CH2:18][CH2:17][C:16]5=[O:23])[cH:2][cH:3][cH:4][cH:5][cH:6]1>>[c:1]1([CH:7]2[CH2:8][O:9][c:10]3[cH:11][cH:12][cH:13][c:14]4[c:15]5[c:20]([n:21]2[c:22]34)[CH2:19][CH2:18][C:33]([Cl:32])([Cl:34])[C:16]5=[O:23])[cH:2][cH:3][cH:4][cH:5][cH:6]1. Reactants: C(C)(C)(C)OC(=O)N[C@H]1CCCCC\C=C/[C@H]2[C@](NC([C@H]3N(C1=O)C[C@@H](C3)OC=3N=C1C=CC=CC1=C1C=CC=CC31)=O)(C2)C(=O)OCC ((2R,6S,13aS,14aR,16aS,Z)-ethyl 6-(tert-butoxycarbonylamino)-5,16-dioxo-2-(phenanthridin-6-yloxy)-1,2,3,5,6,7,8,9,10,11,13a,14,14a,15,16,16a-hexadecahydrocyclopropa[e]pyrrolo [1,2-a][1,4]diazacyclopentadecine-14a-carboxylate), Cl (hydrogen chloride), O1CCOCC1 (dioxane). Solvent: C(C)(=O)OCC (Ethyl acetate). Conditions: time 6 hour. Yields the product N[C@H]1CCCCC\C=C/[C@H]2[C@](NC([C@H]3N(C1=O)C[C@@H](C3)OC=3N=C1C=CC=CC1=C1C=CC=CC31)=O)(C2)C(=O)OCC ((2R,6S,13aS,14aR,16aS,Z)-ethyl 6-amino-5,16-dioxo-2-(phenanthridin-6-yloxy)-1,2,3,5,6,7,8,9,10,11,13a,14,14a,15,16,16a-hexadecahydrocyclopropa[e]pyrrolo [1,2-a][1,4]diazacyclopentadecine-14a-carboxylate), Cl (Hydrochloric Acid). The yield is 98.0%. Reaction SMILES: C(OC([NH:8][C@@H:9]1[C:23](=[O:24])[N:22]2[CH2:25][C@H:26]([O:28][C:29]3[N:30]=[C:31]4[C:36](=[C:37]5[C:42]=3[CH:41]=[CH:40][CH:39]=[CH:38]5)[CH:35]=[CH:34][CH:33]=[CH:32]4)[CH2:27][C@H:21]2[C:20](=[O:43])[NH:19][C@:18]2([C:45]([O:47][CH2:48][CH3:49])=[O:46])[CH2:44][C@H:17]2[CH:16]=[CH:15][CH2:14][CH2:13][CH2:12][CH2:11][CH2:10]1)=O)(C)(C)C.[ClH:50].O1CCOCC1>C(OCC)(=O)C>[NH2:8][C@@H:9]1[C:23](=[O:24])[N:22]2[CH2:25][C@H:26]([O:28][C:29]3[N:30]=[C:31]4[C:36](=[C:37]5[C:42]=3[CH:41]=[CH:40][CH:39]=[CH:38]5)[CH:35]=[CH:34][CH:33]=[CH:32]4)[CH2:27][C@H:21]2[C:20](=[O:43])[NH:19][C@:18]2([C:45]([O:47][CH2:48][CH3:49])=[O:46])[CH2:44][C@H:17]2[CH:16]=[CH:15][CH2:14][CH2:13][CH2:12][CH2:11][CH2:10]1.[ClH:50]. Procedure details: To a solution of (2R,6S,13aS,14aR,16aS,Z)-ethyl 6-(tert-butoxycarbonylamino)-5,16-dioxo-2-(phenanthridin-6-yloxy)-1,2,3,5,6,7,8,9,10,11,13a,14,14a,15,16,16a-hexadecahydrocyclopropa[e]pyrrolo [1,2-a][1,4]diazacyclopentadecine-14a-carboxylate (Example 18a, 6.25 g, 9.32 mmol) dissolved in Ethyl acetate (50 ml) was added 4 N hydrogen chloride in dioxane (44.3 ml, 177 mmol) and the reaction mixture was stirred at rt for 6 h. The solvent was evaporated under reduced pressure to give a white solid whic...